describe an organic reaction: reactants, conditions, products, and yield From a dataset of the Open Reaction Database (ORD), a public repository of structured organic reaction records. The reactants are O1CCC(=CC1)C=1C=C(C=NC1)C=1C=C2CCCN(C2=NC1)C(=O)N (6-[5-(3,6-dihydro-2H-pyran-4-yl)-pyridin-3-yl]-3,4-dihydro-2H-[1,8]naphthyridine-1-carboxylic acid amide), C(=O)[O-].[NH4+] (ammonium formate). Reagents/catalysts: [Pd] (Pd/C). Run in CO (MeOH). Reaction conditions: temperature 80 celsius, time 26 hour. The product is O1CCC(CC1)C=1C=C(C=NC1)C=1C=C2CCCN(C2=NC1)C(=O)N (6-[5-(Tetrahydro-pyran-4-yl)-pyridin-3-yl]-3,4-dihydro-2H-[1,8]naphthyridine-1-carboxylic acid amide). Isolated yield 70.7%. As a reaction SMILES: [O:1]1[CH2:6][CH:5]=[C:4]([C:7]2[CH:8]=[C:9]([C:13]3[CH:14]=[C:15]4[C:20](=[N:21][CH:22]=3)[N:19]([C:23]([NH2:25])=[O:24])[CH2:18][CH2:17][CH2:16]4)[CH:10]=[N:11][CH:12]=2)[CH2:3][CH2:2]1.C([O-])=O.[NH4+]>[Pd].CO>[O:1]1[CH2:6][CH2:5][CH:4]([C:7]2[CH:8]=[C:9]([C:13]3[CH:14]=[C:15]4[C:20](=[N:21][CH:22]=3)[N:19]([C:23]([NH2:25])=[O:24])[CH2:18][CH2:17][CH2:16]4)[CH:10]=[N:11][CH:12]=2)[CH2:3][CH2:2]1 |f:1.2|. Procedure: To a mixture of 6-[5-(3,6-dihydro-2H-pyran-4-yl)-pyridin-3-yl]-3,4-dihydro-2H-[1,8]naphthyridine-1-carboxylic acid amide (42.0 mg, 0.13 mmol) and 10% Pd/C (42 mg) under Argon is added 2 mL of MeOH. Then ammonium formate (10 eq) is as added and the mixture stirred for 26 hrs at 80° C. The mixture is filtered, concentrated and purified by Preparative HPLC system (10%-80% CH3CN/H2O) to give 31.1 mg of the titled product. Reactants: COC([C@@H](NC(C1=CC=CC=C1)=O)CO)=O (N-benzoyl-L-serine methyl ester), S(=O)(Cl)Cl (thionyl chloride). Solvent: C(Cl)Cl (methylene chloride). Product: C1(=CC=CC=C1)C=1OC[C@H](N1)C(=O)OC (methyl (S)-2-phenyl-2-oxazoline-4-carboxylate). The yield is 78.7%. As a reaction SMILES: [CH3:1][O:2][C:3](=[O:16])[C@H:4]([CH2:14][OH:15])[NH:5][C:6](=O)[C:7]1[CH:12]=[CH:11][CH:10]=[CH:9][CH:8]=1.S(Cl)(Cl)=O>C(Cl)Cl>[C:7]1([C:6]2[O:15][CH2:14][C@@H:4]([C:3]([O:2][CH3:1])=[O:16])[N:5]=2)[CH:12]=[CH:11][CH:10]=[CH:9][CH:8]=1. Reported procedure: A stirred mixture of N-benzoyl-L-serine methyl ester (21.0 g), thionyl chloride (21.0 g), and methylene chloride (150 ml) is stirred at reflux for 1 hour. The solvent is evaporated and the residue is diluted with cold water. Neutralize with sodium bicarbonate, and extract with ethyl acetate. Purification on silica gel (250 g), eluting with methanol:methylene chloride (01:99), yields methyl (S)-2-phenyl-2-oxazoline-4-carboxylate (15.2 g). Reactants: C(C)OC(=O)COCCCC(=O)O (4-ethoxycarbonyhnethoxybutyric acid), C1(=CC=CC=C1)C (toluene), C(C(=O)Cl)(=O)Cl (oxalyl chloride). The solvent is CN(C=O)C (dimethyl formamide). Reaction conditions: temperature 50 celsius, time 1 hour. Product: C(C)OC(=O)COCCCC(=O)Cl (4-ethoxycarbonylmethoxybutyric acid chloride). RXN SMILES: [CH2:1]([O:3][C:4]([CH2:6][O:7][CH2:8][CH2:9][CH2:10][C:11]([OH:13])=O)=[O:5])[CH3:2].C1(C)C=CC=CC=1.C(Cl)(=O)C([Cl:24])=O>CN(C)C=O>[CH2:1]([O:3][C:4]([CH2:6][O:7][CH2:8][CH2:9][CH2:10][C:11]([Cl:24])=[O:13])=[O:5])[CH3:2]. Procedure: 36 g (0.19 mol) of 4-ethoxycarbonyhnethoxybutyric acid are charged to 180 ml of toluene and 0.1 ml of dimethyl formamide is added. Then 24.4 ml (0.28 mol) of oxalyl chloride are added dropwise over 30 minutes. When the addition is complete, the reaction mixture is heated to 50° C., stirred for 1 hour and concentrated by evaporation. Distillation of the residue gives 4-ethoxycarbonylmethoxybutyric acid chloride as a clear colourless liquid of b.p. 87°-89° C./2.10-2 torr. The reactants are COc1ccc(CN2C(=O)C3(COc4cc5c(cc43)OCCO5)c3c2ccc2ncsc32)cc1, ClCCl, O=S(=O)(O)C(F)(F)F, O=C(O)C(F)(F)F. Product: O=C1Nc2ccc3ncsc3c2C12COc1cc3c(cc12)OCCO3. RXN SMILES: [CH3:1][O:2][c:3]1[cH:4][cH:5][c:6]([CH2:7][N:8]2[C:9](=[O:32])[C:10]3([CH2:11][O:12][c:13]4[cH:14][c:15]5[c:16]([cH:21][c:22]43)[O:17][CH2:18][CH2:19][O:20]5)[c:23]3[c:24]4[c:25]([cH:26][cH:27][c:28]32)[n:29][cH:30][s:31]4)[cH:33][cH:34]1.[Cl:43][CH2:44][Cl:45].[OH:35][S:36]([C:37]([F:38])([F:39])[F:40])(=[O:41])=[O:42].[OH:46][C:47]([C:48]([F:49])([F:50])[F:51])=[O:52]>>[NH:8]1[C:9](=[O:32])[C:10]2([CH2:11][O:12][c:13]3[cH:14][c:15]4[c:16]([cH:21][c:22]32)[O:17][CH2:18][CH2:19][O:20]4)[c:23]2[c:24]3[c:25]([cH:26][cH:27][c:28]21)[n:29][cH:30][s:31]3.